From a dataset of the Open Reaction Database (ORD), a public repository of structured organic reaction records. describe an organic reaction: reactants, conditions, products, and yield The reactants are O=C(C(=O)OCC)CCNC1=NC=CC=C1 (ethyl 2-oxo-4-(2-pyridylamino)butanoate), P(OCC)(OCC)[O-] (diethyl phosphite). Run at time 4 day. Product: C(C)OP(=O)(C(C(=O)OCC)(CCNC1=NC=CC=C1)O)OCC (Ethyl 2-Diethoxyphosphinyl-2-hydroxy-4-(2-pyridylamino)butanoate). As a reaction SMILES: [O:1]=[C:2]([CH2:8][CH2:9][NH:10][C:11]1[CH:16]=[CH:15][CH:14]=[CH:13][N:12]=1)[C:3]([O:5][CH2:6][CH3:7])=[O:4].[P:17]([O-:24])([O:21][CH2:22][CH3:23])[O:18][CH2:19][CH3:20]>>[CH2:19]([O:18][P:17]([O:21][CH2:22][CH3:23])([C:2]([OH:1])([CH2:8][CH2:9][NH:10][C:11]1[CH:16]=[CH:15][CH:14]=[CH:13][N:12]=1)[C:3]([O:5][CH2:6][CH3:7])=[O:4])=[O:24])[CH3:20]. Procedure: A mixture of 3.36 g (0.01 mole) of ethyl 2-oxo-4-(2-pyridylamino)butanoate in 6.9 g (0.05 mole) of diethyl phosphite is stirred at 20°-30° for 4 days. The excess diethyl phosphite is removed under vacuum on a rotary evaporator, and the crude product is purified by flash chromatography on silica gel using chloroform/ethanol as eluant. Starting materials: COc1ccc(-c2cnc3c(C(N)=O)cnn3c2)cc1, C1COCCO1. Product: COc1ccc(-c2cnc3c(C#N)cnn3c2)cc1. Reaction SMILES: [CH3:1][O:2][c:3]1[cH:4][cH:5][c:6](-[c:9]2[cH:10][n:11][c:12]3[n:13]([cH:14]2)[n:15][cH:16][c:17]3[C:18](=[O:19])[NH2:20])[cH:7][cH:8]1.[O:21]1[CH2:22][CH2:23][O:24][CH2:25][CH2:26]1>>[CH3:1][O:2][c:3]1[cH:4][cH:5][c:6](-[c:9]2[cH:10][n:11][c:12]3[n:13]([cH:14]2)[n:15][cH:16][c:17]3[C:18]#[N:20])[cH:7][cH:8]1.